From a dataset of the Open Reaction Database (ORD), a public repository of structured organic reaction records. describe an organic reaction: reactants, conditions, products, and yield The reactants are [Si](C)(C)(C(C)(C)C)OCC=1N=C(SC1)N1CC(C1)SC=1[C@@H]([C@H]2N(C1C(=O)OCC1=CC=C(C=C1)[N+](=O)[O-])C([C@@H]2[C@@H](C)O)=O)C (p-nitrobenzyl (1R,5S,6S)-2-[1-(4-t-butyldimethylsilyloxymethyl-1,3-thiazol-2-yl)azetidin-3-yl]thio-6-[(R)-1-hydroxyethyl]-1-methylcarbapen-2-em-3-carboxylate), C(C)(=O)O (acetic acid), [F-].C(CCC)[N+](CCCC)(CCCC)CCCC (tetra-n-butylammonium fluoride). Run in O1CCCC1 (tetrahydrofuran), O1CCCC1 (tetrahydrofuran). Conditions: time 8 hour. Product: OCC=1N=C(SC1)N1CC(C1)SC=1[C@@H]([C@H]2N(C1C(=O)OCC1=CC=C(C=C1)[N+](=O)[O-])C([C@@H]2[C@@H](C)O)=O)C (p-nitrobenzyl (1R,5S,6S)-2-[1-(4-hydroxymethyl-1,3-thiazol-2-yl)azetidin-3-yl]thio-6-[(R)-1-hydroxyethyl]-1-methylcarbapen-2-em-3-carboxylate). The yield is 71.5%. RXN SMILES: [Si]([O:8][CH2:9][C:10]1[N:11]=[C:12]([N:15]2[CH2:18][CH:17]([S:19][C:20]3[C@H:21]([CH3:44])[C@@H:22]4[C@@H:39]([C@H:40]([OH:42])[CH3:41])[C:38](=[O:43])[N:23]4[C:24]=3[C:25]([O:27][CH2:28][C:29]3[CH:34]=[CH:33][C:32]([N+:35]([O-:37])=[O:36])=[CH:31][CH:30]=3)=[O:26])[CH2:16]2)[S:13][CH:14]=1)(C(C)(C)C)(C)C.C(O)(=O)C.[F-].C([N+](CCCC)(CCCC)CCCC)CCC>O1CCCC1>[OH:8][CH2:9][C:10]1[N:11]=[C:12]([N:15]2[CH2:16][CH:17]([S:19][C:20]3[C@H:21]([CH3:44])[C@@H:22]4[C@@H:39]([C@H:40]([OH:42])[CH3:41])[C:38](=[O:43])[N:23]4[C:24]=3[C:25]([O:27][CH2:28][C:29]3[CH:30]=[CH:31][C:32]([N+:35]([O-:37])=[O:36])=[CH:33][CH:34]=3)=[O:26])[CH2:18]2)[S:13][CH:14]=1 |f:2.3|. Procedure: To a solution of p-nitrobenzyl (1R,5S,6S)-2-[1-(4-t-butyldimethylsilyloxymethyl-1,3-thiazol-2-yl)azetidin-3-yl]thio-6-[(R)-1-hydroxyethyl]-1-methylcarbapen-2-em-3-carboxylate (719 mg, 1.09 mmol) (obtained as described in Example 20(1)) in anhydrous tetrahydrofuran (36 ml) were added sequentially acetic acid (0.19 ml, 3.3 mmol) and a solution of tetra-n-butylammonium fluoride in tetrahydrofuran (3.3 ml, 3.3 mmol) in an ice bath. The resulting mixture was stirred at room temperature overnight. Aft... Starting materials: CSc1cncc2cccc(NC3CCN(C(=O)OC(C)(C)C)CC3)c12, CC(=O)O, CCOC(C)=O, OO. Product: CS(=O)c1cncc2cccc(NC3CCN(C(=O)OC(C)(C)C)CC3)c12. As a reaction SMILES: [CH3:1][S:2][c:3]1[cH:4][n:5][cH:6][c:7]2[cH:8][cH:9][cH:10][c:11]([NH:13][CH:14]3[CH2:15][CH2:16][N:17]([C:20](=[O:21])[O:22][C:23]([CH3:24])([CH3:25])[CH3:26])[CH2:18][CH2:19]3)[c:12]12.[CH3:27][C:28]([OH:29])=[O:30].[CH3:33][CH2:34][O:35][C:36](=[O:37])[CH3:38].[OH:31][OH:32]>>[CH3:1][S:2]([c:3]1[cH:4][n:5][cH:6][c:7]2[cH:8][cH:9][cH:10][c:11]([NH:13][CH:14]3[CH2:15][CH2:16][N:17]([C:20](=[O:21])[O:22][C:23]([CH3:24])([CH3:25])[CH3:26])[CH2:18][CH2:19]3)[c:12]12)=[O:29]. Reactants: ClC=1C=CC=C2CCC(CC12)=O (8-chloro-2-tetralone), C(\C=C/C(=O)O)(=O)O (maleic acid), N1CCNCCC1 (homopiperazine), [BH4-].[Na+] (sodium borohydride). Yields the product C(\C=C/C(=O)O)(=O)O.C(\C=C/C(=O)O)(=O)O.N1(CCNCCC1)C1CC2=C(C=CC=C2CC1)Cl (2-(Homopiperazinyl)-8-chloro-1,2,3,4-tetrahydronaphthalene dimaleate). As a reaction SMILES: [Cl:1][C:2]1[CH:3]=[CH:4][CH:5]=[C:6]2[C:11]=1[CH2:10][C:9](=O)[CH2:8][CH2:7]2.[NH:13]1[CH2:19][CH2:18][CH2:17][NH:16][CH2:15][CH2:14]1.[BH4-].[Na+].[C:22]([OH:29])(=[O:28])/[CH:23]=[CH:24]\[C:25]([OH:27])=[O:26]>>[C:22]([OH:29])(=[O:28])/[CH:23]=[CH:24]\[C:25]([OH:27])=[O:26].[C:22]([OH:29])(=[O:28])/[CH:23]=[CH:24]\[C:25]([OH:27])=[O:26].[N:13]1([CH:9]2[CH2:8][CH2:7][C:6]3[C:11](=[C:2]([Cl:1])[CH:3]=[CH:4][CH:5]=3)[CH2:10]2)[CH2:19][CH2:18][CH2:17][NH:16][CH2:15][CH2:14]1 |f:2.3,5.6.7|. Reported procedure: Employing the procedure of Example 3, 2.0 g (11.1 mmol) of 8-chloro-2-tetralone were reacted with 2.2 g (22.2 mmol) of homopiperazine, and the resulting product was reduced with sodium borohydride and the reduced product treated with maleic acid to obtain 0.13 g of the title compound as colorless crystals, m.p. 146°-148° C. The reactants are BrCCCCCBr, O=C(CC(=O)OCc1ccccc1)OCc1ccccc1, O=C([O-])[O-], CS(C)=O, [K+], [K+], O. Product: O=C(OCc1ccccc1)C1(C(=O)OCc2ccccc2)CCCCC1. As a reaction SMILES: [Br:22][CH2:23][CH2:24][CH2:25][CH2:26][CH2:27][Br:28].[C:1]([CH2:2][C:3](=[O:4])[O:5][CH2:6][c:7]1[cH:8][cH:9][cH:10][cH:11][cH:12]1)(=[O:13])[O:14][CH2:15][c:16]1[cH:17][cH:18][cH:19][cH:20][cH:21]1.[C:29](=[O:30])([O-:31])[O-:32].[CH3:35][S:36]([CH3:37])=[O:38].[K+:33].[K+:34].[OH2:39]>>[C:1]([C:2]1([C:3](=[O:4])[O:5][CH2:6][c:7]2[cH:8][cH:9][cH:10][cH:11][cH:12]2)[CH2:23][CH2:24][CH2:25][CH2:26][CH2:27]1)(=[O:13])[O:14][CH2:15][c:16]1[cH:17][cH:18][cH:19][cH:20][cH:21]1. The reactants are Cl.NO (hydroxylamine hydrochloride), C(C)(C)(C)OC(NC(C(O)C#N)CC)=O ((2-cyano-1-ethyl-2-hydroxy-ethyl)-carbamic acid tert-butyl ester). Run in CO (methanol), C[O-].[Na+] (sodium methoxide), CO (methanol), CO (methanol). Reaction conditions: temperature 0 celsius, time 5 minute. The product is C(C)(C)(C)OC(NC(CC)C(C(NO)=N)O)=O ({1-[Hydroxy-(N-hydroxycarbamimidoyl)-methyl]-propyl}-carbamic acid tert-butyl ester). The yield is 32.2%. RXN SMILES: [C:1]([O:5][C:6](=[O:15])[NH:7][CH:8]([CH2:13][CH3:14])[CH:9]([C:11]#[N:12])[OH:10])([CH3:4])([CH3:3])[CH3:2].Cl.[NH2:17][OH:18]>CO.C[O-].[Na+]>[C:1]([O:5][C:6](=[O:15])[NH:7][CH:8]([CH:9]([OH:10])[C:11](=[NH:12])[NH:17][OH:18])[CH2:13][CH3:14])([CH3:2])([CH3:3])[CH3:4] |f:1.2,4.5|. Reported procedure: A solution of (2-cyano-1-ethyl-2-hydroxy-ethyl)-carbamic acid tert-butyl ester (9.53 g, 44 mmol) in methanol (80 ml) was cooled to 0° C. and treated successively with hydroxylamine hydrochloride (3.05, 44 mmol) in methanol (80 ml) and 25% sodium methoxide solution in methanol (10.2 ml). Stirred at 0° C. for 5 minutes, cold bath removed and the reaction mixture stirred at room temperature for 5 hours. Methanol evaporated off under reduced pressure, crude partitioned between ethyl acetate and wate... The reactants are C1CCOC1, CCO, CC(C)(C)OC(=O)N1CCC(Oc2cc([N+](=O)[O-])cc3ccoc23)C(F)C1, NN, O. The product is CC(C)(C)OC(=O)N1CCC(Oc2cc(N)cc3ccoc23)C(F)C1. RXN SMILES: [CH2:31]1[O:32][CH2:33][CH2:34][CH2:35]1.[CH3:36][CH2:37][OH:38].[F:1][CH:2]1[CH2:3][N:4]([C:21](=[O:22])[O:23][C:24]([CH3:25])([CH3:26])[CH3:27])[CH2:5][CH2:6][CH:7]1[O:8][c:9]1[cH:10][c:11]([N+:18]([O-:19])=[O:20])[cH:12][c:13]2[cH:14][cH:15][o:16][c:17]12.[NH2:29][NH2:30].[OH2:28]>>[F:1][CH:2]1[CH2:3][N:4]([C:21](=[O:22])[O:23][C:24]([CH3:25])([CH3:26])[CH3:27])[CH2:5][CH2:6][CH:7]1[O:8][c:9]1[cH:10][c:11]([NH2:18])[cH:12][c:13]2[cH:14][cH:15][o:16][c:17]12.